From a dataset of the Open Reaction Database (ORD), a public repository of structured organic reaction records. describe an organic reaction: reactants, conditions, products, and yield Starting materials: CC1(OC(=O)Nc2ccccc2-c2ccccc2)CCNCC1, CO, CCOC(C)=O, ClCCl, C=CC(=O)Nc1ccc(C2OCCO2)cc1. The product is CC1(OC(=O)Nc2ccccc2-c2ccccc2)CCN(CCC(=O)Nc2ccc(C3OCCO3)cc2)CC1. Reaction SMILES: [CH3:1][C:2]1([O:8][C:9]([NH:10][c:11]2[c:12](-[c:17]3[cH:18][cH:19][cH:20][cH:21][cH:22]3)[cH:13][cH:14][cH:15][cH:16]2)=[O:23])[CH2:3][CH2:4][NH:5][CH2:6][CH2:7]1.[CH3:43][OH:44].[CH3:45][CH2:46][O:47][C:48](=[O:49])[CH3:50].[Cl:40][CH2:41][Cl:42].[O:24]1[CH:25]([c:29]2[cH:30][cH:31][c:32]([NH:35][C:36]([CH:37]=[CH2:38])=[O:39])[cH:33][cH:34]2)[O:26][CH2:27][CH2:28]1>>[CH3:1][C:2]1([O:8][C:9]([NH:10][c:11]2[c:12](-[c:17]3[cH:18][cH:19][cH:20][cH:21][cH:22]3)[cH:13][cH:14][cH:15][cH:16]2)=[O:23])[CH2:3][CH2:4][N:5]([CH2:38][CH2:37][C:36]([NH:35][c:32]2[cH:31][cH:30][c:29]([CH:25]3[O:24][CH2:28][CH2:27][O:26]3)[cH:34][cH:33]2)=[O:39])[CH2:6][CH2:7]1. Starting materials: SCc1ccc(Cl)cc1, O=c1cc(Cl)cc[nH]1, ClCCl, [K+], [K+], O=C([O-])[O-]. Yields the product O=c1cc(SCc2ccc(Cl)cc2)cc[nH]1. As a reaction SMILES: [Cl:15][c:16]1[cH:17][cH:18][c:19]([CH2:22][SH:23])[cH:20][cH:21]1.[Cl:1][c:2]1[cH:3][c:4](=[O:8])[nH:5][cH:6][cH:7]1.[Cl:24][CH2:25][Cl:26].[K+:10].[K+:9].[O-:11][C:12]([O-:13])=[O:14]>>[c:2]1([S:23][CH2:22][c:19]2[cH:18][cH:17][c:16]([Cl:15])[cH:21][cH:20]2)[cH:3][c:4](=[O:8])[nH:5][cH:6][cH:7]1. Product: C(C)OC(C1=C(N=C(C(=C1)F)OC1=CC=C(C=C1)C#N)OC1=CC(=CC=C1)OC(F)(F)F)=O (6-(4-cyano phenoxy)-5-fluoro-2-(3-trifluoromethoxy phenoxy)nicotinic Acid Ethyl Ester). The yield is 52.0%. Starting materials: C(C)OC(C1=C(N=C(C(=C1)F)OC1=CC=C(C=C1)C#N)Cl)=O (2-chloro-6-(4-cyano phenoxy)-5-fluoro nicotinic acid ethyl ester), FC(OC=1C=C(C=CC1)O)(F)F (3-trifluoromethoxyphenol). Reaction SMILES: [CH2:1]([O:3][C:4](=[O:22])[C:5]1[CH:10]=[C:9]([F:11])[C:8]([O:12][C:13]2[CH:18]=[CH:17][C:16]([C:19]#[N:20])=[CH:15][CH:14]=2)=[N:7][C:6]=1Cl)[CH3:2].[F:23][C:24]([F:34])([F:33])[O:25][C:26]1[CH:27]=[C:28]([OH:32])[CH:29]=[CH:30][CH:31]=1>>[CH2:1]([O:3][C:4](=[O:22])[C:5]1[CH:10]=[C:9]([F:11])[C:8]([O:12][C:13]2[CH:18]=[CH:17][C:16]([C:19]#[N:20])=[CH:15][CH:14]=2)=[N:7][C:6]=1[O:32][C:28]1[CH:29]=[CH:30][CH:31]=[C:26]([O:25][C:24]([F:23])([F:33])[F:34])[CH:27]=1)[CH3:2]. Procedure details: 2-chloro-6-(4-cyano phenoxy)-5-fluoro nicotinic acid ethyl ester (2.4 g, 7.49 mmol) and 3-trifluoromethoxyphenol (1.33 g, 7.49 mmol) were coupled using the procedure of Example 17(b) to afford 1.8 g of the required product. 1H NMR (DMSO-d6): δ 1.35 (3H, t), 4.4 (2H, q), 7.22 (2H, d), 7.3 (3H, d), 7.34 (1H, m), 7.54 (2H, d), 8.38 (1H, d). Starting materials: CCCCCCCN(CCc1ccc(CC(OCC)C(=O)OC)cc1)C(=O)Nc1ccc(OC)cc1OC, [Li+], C1CCOC1, [OH-]. Product: CCCCCCCN(CCc1ccc(CC(OCC)C(=O)O)cc1)C(=O)Nc1ccc(OC)cc1OC. Reaction SMILES: [CH3:1][O:2][C:3]([CH:4]([CH2:5][c:6]1[cH:7][cH:8][c:9]([CH2:12][CH2:13][N:14]([C:15](=[O:16])[NH:17][c:18]2[c:19]([O:26][CH3:27])[cH:20][c:21]([O:24][CH3:25])[cH:22][cH:23]2)[CH2:28][CH2:29][CH2:30][CH2:31][CH2:32][CH2:33][CH3:34])[cH:10][cH:11]1)[O:35][CH2:36][CH3:37])=[O:38].[Li+:40].[O:41]1[CH2:42][CH2:43][CH2:44][CH2:45]1.[OH-:39]>>[O:2]=[C:3]([CH:4]([CH2:5][c:6]1[cH:7][cH:8][c:9]([CH2:12][CH2:13][N:14]([C:15](=[O:16])[NH:17][c:18]2[c:19]([O:26][CH3:27])[cH:20][c:21]([O:24][CH3:25])[cH:22][cH:23]2)[CH2:28][CH2:29][CH2:30][CH2:31][CH2:32][CH2:33][CH3:34])[cH:10][cH:11]1)[O:35][CH2:36][CH3:37])[OH:38]. The reactants are COC(=O)c1cccc2c1CN(C)CC2, [K+], [Na+], O=[N+]([O-])[O-], [OH-], O, O=S(=O)(O)O. The product is COC(=O)c1cc([N+](=O)[O-])cc2c1CN(C)CC2. RXN SMILES: [CH3:1][N:2]1[CH2:3][c:4]2[c:5]([C:12](=[O:13])[O:14][CH3:15])[cH:6][cH:7][cH:8][c:9]2[CH2:10][CH2:11]1.[K+:21].[Na+:27].[O-:22][N+:23]([O-:24])=[O:25].[OH-:26].[OH2:28].[S:16](=[O:17])(=[O:18])([OH:19])[OH:20]>>[CH3:1][N:2]1[CH2:3][c:4]2[c:5]([C:12](=[O:13])[O:14][CH3:15])[cH:6][c:7]([N+:23](=[O:22])[O-:24])[cH:8][c:9]2[CH2:10][CH2:11]1.